Dataset: the Open Reaction Database (ORD), a public repository of structured organic reaction records. Task: describe an organic reaction: reactants, conditions, products, and yield Reactants: C1=C(C=CC2=CC=CC=C12)S(=O)(=O)Cl (2-naphthylsulphonyl chloride), [OH-].[Na+] (sodium hydroxide), N[C@@H](CC1=CC=CC=C1)C(=O)O (phenylalanine), [OH-].[Na+] (sodium hydroxide). Run in ClCCl (dichloro-methane), O (water), O (water). Reaction conditions: time 1 hour. The product is C1=C(C=CC2=CC=CC=C12)S(=O)(=O)NC(C(=O)O)CC1=CC=CC=C1 (2-[(2-Naphthylsulphonyl)amino]-3-phenylpropanoic acid). Reaction SMILES: [CH:1]1[C:10]2[C:5](=[CH:6][CH:7]=[CH:8][CH:9]=2)[CH:4]=[CH:3][C:2]=1[S:11](Cl)(=[O:13])=[O:12].[OH-].[Na+].[NH2:17][C@H:18]([C:26]([OH:28])=[O:27])[CH2:19][C:20]1[CH:25]=[CH:24][CH:23]=[CH:22][CH:21]=1>ClCCl.O>[CH:1]1[C:10]2[C:5](=[CH:6][CH:7]=[CH:8][CH:9]=2)[CH:4]=[CH:3][C:2]=1[S:11]([NH:17][CH:18]([CH2:19][C:20]1[CH:25]=[CH:24][CH:23]=[CH:22][CH:21]=1)[C:26]([OH:28])=[O:27])(=[O:13])=[O:12] |f:1.2|. Procedure details: A solution of 7.6 mmol (1.71 g) of 2-naphthylsulphonyl chloride in 10 ml of dichloro-methane and a solution of 7.9 mmol (0.32 g) of sodium hydroxide in 10 ml of water are added slowly in succession to 7.6 mmol (1.25 g) of phenylalanine and 7.6 mmol (0.3 g) of sodium hydroxide in 10 ml of water. The reaction mixture is stirred for 1 hour at room temperature. After decanting, the aqueous phase is washed with dichloromethane and rendered acidic to pH=2 with a dilute hydrochloric acid solution. Afte... Starting materials: C(C)(=O)N1C(C(C2=CC=C(C=C12)C(=O)OC)=C(C1=CC=CC=C1)OCC)=O (1-acetyl-3-(1-ethoxy-1-phenylmethylene)-6-methoxycarbonyl-2-indolinone), CN(CCC(=O)N(C1=CC=C(C=C1)N)C)C (N-((2-dimethylamino-ethyl)-carbonyl)-N-methyl-p-phenylenediamine). The product is CN(CCC(=O)N(C)C1=CC=C(N\C(\C2=CC=CC=C2)=C\2/C(NC3=CC(=CC=C23)C(=O)OC)=O)C=C1)C (3-Z-[1-(4-(N-((2-dimethylamino-ethyl)-carbonyl)-N-methyl-amino)-anilino)-1-phenyl-methylene]-6-methoxycarbonyl-2-indolinone). Reaction SMILES: C([N:4]1[C:12]2[C:7](=[CH:8][CH:9]=[C:10]([C:13]([O:15][CH3:16])=[O:14])[CH:11]=2)[C:6](=[C:17](OCC)[C:18]2[CH:23]=[CH:22][CH:21]=[CH:20][CH:19]=2)[C:5]1=[O:27])(=O)C.[CH3:28][N:29]([CH3:43])[CH2:30][CH2:31][C:32]([N:34]([CH3:42])[C:35]1[CH:40]=[CH:39][C:38]([NH2:41])=[CH:37][CH:36]=1)=[O:33]>>[CH3:43][N:29]([CH3:28])[CH2:30][CH2:31][C:32]([N:34]([C:35]1[CH:36]=[CH:37][C:38]([NH:41]/[C:17](=[C:6]2\[C:5](=[O:27])[NH:4][C:12]3[C:7]\2=[CH:8][CH:9]=[C:10]([C:13]([O:15][CH3:16])=[O:14])[CH:11]=3)/[C:18]2[CH:23]=[CH:22][CH:21]=[CH:20][CH:19]=2)=[CH:39][CH:40]=1)[CH3:42])=[O:33]. Reported procedure: Prepared from 1-acetyl-3-(1-ethoxy-1-phenylmethylene)-6-methoxycarbonyl-2-indolinone and N-((2-dimethylamino-ethyl)-carbonyl)-N-methyl-p-phenylenediamine Rf value: 0.5 (aluminium oxide, methylene chloride/methanol=20:1) C29H30N4O4 The reactants are Cl (hydrochloric acid), C([O-])([O-])=O.[K+].[K+] (potassium carbonate), N1N=CN=C1 (1,2,4-triazole), ClC1=C(C=CC(=C1)Cl)C1(C(C(=O)N)(F)F)CO1 (3-(2,4-dichlorophenyl)-3,4-epoxy-2,2-difluorobutanamide). The solvent is O (water), C(C)(=O)OCC (ethyl acetate), CN(C=O)C (N,N-dimethylformamide). Product: ClC1=C(C=CC(=C1)Cl)C(C(C(=O)N)(F)F)(CN1N=CN=C1)O (3-(2,4-dichlorophenyl)-2,2-difluoro-3-hydroxy-4-(1H-1,2,4-triazol-1-yl)butanamide). Isolated yield 40.2%. As a reaction SMILES: [Cl:1][C:2]1[CH:7]=[C:6]([Cl:8])[CH:5]=[CH:4][C:3]=1[C:9]1([O:17][CH2:16]1)[C:10]([F:15])([F:14])[C:11]([NH2:13])=[O:12].C(=O)([O-])[O-].[K+].[K+].[NH:24]1[CH:28]=[N:27][CH:26]=[N:25]1.Cl>CN(C)C=O.O.C(OCC)(=O)C>[Cl:1][C:2]1[CH:7]=[C:6]([Cl:8])[CH:5]=[CH:4][C:3]=1[C:9]([OH:17])([CH2:16][N:24]1[CH:28]=[N:27][CH:26]=[N:25]1)[C:10]([F:15])([F:14])[C:11]([NH2:13])=[O:12] |f:1.2.3|. Procedure details: In 8 ml of N,N-dimethylformamide was dissolved 0.8 g of 3-(2,4-dichlorophenyl)-3,4-epoxy-2,2-difluorobutanamide. To the resulting solution were added 0.59 g of anhydrous potassium carbonate and 0.29 g of 1,2,4-triazole. The mixture was subjected to reaction at 80°-90° C. for 1 hour. The solvent was removed by distillation under reduced pressure. To the residue obtained were added 10 ml of ethyl acetate and 10 ml of water. The mixture was adjusted to pH 1.0 with 2N hydrochloric acid. The organic ...